Task: describe an organic reaction: reactants, conditions, products, and yield. Dataset: the Open Reaction Database (ORD), a public repository of structured organic reaction records The reactants are CCOC(=O)c1cc2c(Oc3cc(F)c(F)cc3N)cccc2[nH]1, CN(C)C=O, CCOCC, CC(C)(C)ON=O. Product: CCOC(=O)c1cc2c(Oc3ccc(F)c(F)c3)cccc2[nH]1. RXN SMILES: [CH2:8]([CH3:9])[O:10][C:11](=[O:12])[c:13]1[nH:14][c:15]2[cH:16][cH:17][cH:18][c:19]([O:22][c:23]3[c:24]([NH2:31])[cH:25][c:26]([F:30])[c:27]([F:29])[cH:28]3)[c:20]2[cH:21]1.[CH3:32][N:33]([CH3:34])[CH:35]=[O:36].[CH3:37][CH2:38][O:39][CH2:40][CH3:41].[N:1]([O:2][C:3]([CH3:4])([CH3:5])[CH3:6])=[O:7]>>[CH2:8]([CH3:9])[O:10][C:11](=[O:12])[c:13]1[nH:14][c:15]2[cH:16][cH:17][cH:18][c:19]([O:22][c:23]3[cH:24][cH:25][c:26]([F:30])[c:27]([F:29])[cH:28]3)[c:20]2[cH:21]1. Reactants: C(C)(=O)C1=CC=CC=C1 (acetophenone), C(C)(=O)OC(C)=O (acetic anhydride), I (hydriodic acid), C(C)(=O)OC(C)=O (acetic anhydride), [PH2](=O)O (hypophosphorous acid), CC=1NC=C(C1C(C)=O)C (2,4-dimethyl-3-acetyl pyrrole). Run in O (water). Run at time 2 day. The product is CC=1NC(=C(C1C(C)=O)C)C(C1=CC=CC=C1)C (2,4-Dimethyl-3-acetyl-5-(α-methyl-benzyl)-pyrrole). RXN SMILES: [C:1]([C:4]1[CH:9]=[CH:8][CH:7]=[CH:6][CH:5]=1)(=O)[CH3:2].C(OC(=O)C)(=O)C.I.[PH2](O)=O.[CH3:21][C:22]1[NH:23][CH:24]=[C:25]([CH3:30])[C:26]=1[C:27](=[O:29])[CH3:28]>O>[CH3:21][C:22]1[NH:23][C:24]([CH:1]([CH3:2])[C:4]2[CH:9]=[CH:8][CH:7]=[CH:6][CH:5]=2)=[C:25]([CH3:30])[C:26]=1[C:27](=[O:29])[CH3:28]. Procedure details: A solution of 0.6 ml of acetophenone of 5 ml of acetic anhydride was slowly added to a stirred mixture of 10 ml of aqueous hydriodic acid, 10 ml of acetic anhydride and 2 ml of hypophosphorous acid containing 548 mg of 2,4-dimethyl-3-acetyl pyrrole. The mixture was allowed to stand for two days at room temperature then poured into water. The crude product which separated was recrystallized from acetone (thimble) as nearly colourless rhombic plates (75%), mp. 146°-148.5° C. Anal. Calc. For C16H19... Starting materials: O[C@@H]1C[C@H]2C(NC3=C(C(N2C1)=O)C=CC=C3)=O ((2R,11aS)-2-hydroxy-1,2,3,10,11,11a-hexahydro-5H-pyrrolo(2,1-c][1,4]benzodiazepin-5,11-dione), N1C=NC=C1 (imidazole), ice water, [Si](C)(C)(C(C)(C)C)Cl (tert-butyldimethylsilyl chloride). The solvent is CN(C=O)C (N,N-dimethylformamide). Run at time 3 hour. The product is [Si](C)(C)(C(C)(C)C)O[C@@H]1C[C@H]2C(NC3=C(C(N2C1)=O)C=CC=C3)=O ((2R,11aS)-2-(tert-butyldimethylsilyloxy)-1,2,3,10,11,11a-hexahydro-5H-pyrrolo[2,1-c][1,4]benzodiazepin-5,11-dione). The yield is 97.2%. Reaction SMILES: [OH:1][C@H:2]1[CH2:11][N:10]2[C@H:4]([C:5](=[O:17])[NH:6][C:7]3[CH:16]=[CH:15][CH:14]=[CH:13][C:8]=3[C:9]2=[O:12])[CH2:3]1.N1C=CN=C1.[Si:23](Cl)([C:26]([CH3:29])([CH3:28])[CH3:27])([CH3:25])[CH3:24]>CN(C)C=O>[Si:23]([O:1][C@H:2]1[CH2:11][N:10]2[C@H:4]([C:5](=[O:17])[NH:6][C:7]3[CH:16]=[CH:15][CH:14]=[CH:13][C:8]=3[C:9]2=[O:12])[CH2:3]1)([C:26]([CH3:29])([CH3:28])[CH3:27])([CH3:25])[CH3:24]. Reported procedure: To a suspension of (2R,11aS)-2-hydroxy-1,2,3,10,11,11a-hexahydro-5H-pyrrolo(2,1-c][1,4]benzodiazepin-5,11-dione (50 g) prepared in Reference Example 21 and imidazole (33.7 g) in N,N-dimethylformamide (500 ml), there was added 37.9 g of tert-butyldimethylsilyl chloride at room temperature in a nitrogen gas atmosphere and the mixture was stirred at room temperature for 3 hours. The reaction solution was poured into one liter of ice water and the crystals precipitated were recovered by filtration. ... Reactants: CC(=O)Cl, CN(C)c1ccncc1, ClCCl, [K+], [K+], O=C([O-])[O-], O=C1OCCC1O. The product is CC(=O)OC1CCOC1=O. Reaction SMILES: [C:8]([CH3:9])(=[O:10])[Cl:11].[CH3:18][N:19]([c:20]1[cH:21][cH:22][n:23][cH:24][cH:25]1)[CH3:26].[Cl:27][CH2:28][Cl:29].[K+:12].[K+:13].[O-:14][C:15]([O-:16])=[O:17].[OH:1][CH:2]1[C:3](=[O:4])[O:5][CH2:6][CH2:7]1>>[O:1]([CH:2]1[C:3](=[O:4])[O:5][CH2:6][CH2:7]1)[C:8]([CH3:9])=[O:10]. The reactants are C(C1=CC=CC=C1)OC=1C=C(C=CC1C)C=CC(=O)OCC (ethyl 3-(3-(benzyloxy)-4-methylphenyl)acrylate). The reagents and catalysts are [Pd] (palladium-activated carbon). Solvent: C(C)O (ethanol). Run at time 15 hour. Product: OC=1C=C(C=CC1C)CCC(=O)OCC (ethyl 3-(3-hydroxy-4-methylphenyl)propanoate). Yield: 85.4%. Reaction SMILES: C([O:8][C:9]1[CH:10]=[C:11]([CH:16]=[CH:17][C:18]([O:20][CH2:21][CH3:22])=[O:19])[CH:12]=[CH:13][C:14]=1[CH3:15])C1C=CC=CC=1>C(O)C.[Pd]>[OH:8][C:9]1[CH:10]=[C:11]([CH2:16][CH2:17][C:18]([O:20][CH2:21][CH3:22])=[O:19])[CH:12]=[CH:13][C:14]=1[CH3:15]. Reported procedure: To a solution of ethyl 3-(3-(benzyloxy)-4-methylphenyl)acrylate (2.50 g) in ethanol (50 mL) was added 10% palladium-activated carbon (250 mg) and, under a hydrogen atmosphere, the mixture was stirred at room temperature for 15 hr. The reaction mixture was filtered, and the filtrate was concentrated under reduced pressure. The residue was purified by silica gel column chromatography (ethyl acetate/hexane) to give the title compound (1.50 g) as a colorless oil.